Dataset: the Open Reaction Database (ORD), a public repository of structured organic reaction records. Task: describe an organic reaction: reactants, conditions, products, and yield Starting materials: CC(C)(C)OC(=O)N1CCc2c(c[nH]c2C=O)C1=O, ClCCl, O=C(O)C(F)(F)F. The product is O=Cc1[nH]cc2c1CCNC2=O. RXN SMILES: [C:1]([O:2][C:3](=[O:4])[N:8]1[C:9](=[O:19])[c:10]2[c:11]([c:14]([CH:17]=[O:18])[nH:15][cH:16]2)[CH2:12][CH2:13]1)([CH3:5])([CH3:6])[CH3:7].[Cl:27][CH2:28][Cl:29].[OH:20][C:21]([C:22]([F:23])([F:24])[F:25])=[O:26]>>[NH:8]1[C:9](=[O:19])[c:10]2[c:11]([c:14]([CH:17]=[O:18])[nH:15][cH:16]2)[CH2:12][CH2:13]1. Starting materials: C(#N)C(CC=1C=C2C(=NNC2=C(C1)CC)C)NC(=O)N1CCC(CC1)N1C(NC2=CC=CC=C2C1)=O (4-(2-oxo-1,4-dihydro-2H-quinazolin-3-yl)-piperidine-1-carboxylic acid [1-cyano-2-(7-ethyl-3-methyl-1H-indazol-5-yl)-ethyl]-amide), N(=[N+]=[N-])[Sn](C)(C)C (azidotrimethyltin). Run in O1CCCC1 (tetrahydrofuran). Product: C(C)C=1C=C(C=C2C(=NNC12)C)CC(C1=NN=NN1)NC(=O)N1CCC(CC1)N1C(NC2=CC=CC=C2C1)=O ((±)-4-(2-Oxo-1,4-dihydro-2H-quinazolin-3-yl)-piperidine-1-carboxylic acid [2-(7-ethyl-3-methyl-1H-indazol-5-yl)-1-(1H-tetrazol-5-yl)-ethyl]-amide). Reaction SMILES: [C:1]([CH:3]([NH:17][C:18]([N:20]1[CH2:25][CH2:24][CH:23]([N:26]2[CH2:35][C:34]3[C:29](=[CH:30][CH:31]=[CH:32][CH:33]=3)[NH:28][C:27]2=[O:36])[CH2:22][CH2:21]1)=[O:19])[CH2:4][C:5]1[CH:6]=[C:7]2[C:11](=[C:12]([CH2:14][CH3:15])[CH:13]=1)[NH:10][N:9]=[C:8]2[CH3:16])#[N:2].[N:37]([Sn](C)(C)C)=[N+:38]=[N-:39]>O1CCCC1>[CH2:14]([C:12]1[CH:13]=[C:5]([CH2:4][CH:3]([NH:17][C:18]([N:20]2[CH2:21][CH2:22][CH:23]([N:26]3[CH2:35][C:34]4[C:29](=[CH:30][CH:31]=[CH:32][CH:33]=4)[NH:28][C:27]3=[O:36])[CH2:24][CH2:25]2)=[O:19])[C:1]2[NH:39][N:38]=[N:37][N:2]=2)[CH:6]=[C:7]2[C:11]=1[NH:10][N:9]=[C:8]2[CH3:16])[CH3:15]. Procedure details: A stirred solution of 4-(2-oxo-1,4-dihydro-2H-quinazolin-3-yl)-piperidine-1-carboxylic acid [1-cyano-2-(7-ethyl-3-methyl-1H-indazol-5-yl)-ethyl]-amide (0.25 g, 0.5 mmol) in tetrahydrofuran (6 mL) was treated with azidotrimethyltin (0.16 g, 0.77 mmol). The resulting suspension was heated at reflux overnight. The solvents were evaporated, dissolved in ethyl acetate and washed with water (2×), brine (2×), dried over sodium sulfate, and concentrated. Column chromatography afforded the desired tetraz...